Dataset: the Open Reaction Database (ORD), a public repository of structured organic reaction records. Task: describe an organic reaction: reactants, conditions, products, and yield Starting materials: C1(CC1)C1=C(C=[N+](C=C1)[O-])N1C(N(CC1)C1=CC(=NC=C1)C(F)(F)F)=O (4-Cyclopropyl-3-(2-oxo-3-(2-(trifluoromethyl)pyridin-4-yl)imidazolidin-1-yl)pyridine 1-oxide), C(C)(=O)OC(C)=O (acetic anhydride). Yields the product C1(CC1)C1=C(C(=NC=C1)O)N1C(N(CC1)C1=CC(=NC=C1)C(F)(F)F)=O (1-(4-cyclopropyl-2-hydroxypyridin-3-yl)-3-(2-(trifluoromethyl)pyridin-4-yl)imidazolidin-2-one). The yield is 8.0%. As a reaction SMILES: [CH:1]1([C:4]2[CH:9]=[CH:8][N+:7]([O-])=[CH:6][C:5]=2[N:11]2[CH2:15][CH2:14][N:13]([C:16]3[CH:21]=[CH:20][N:19]=[C:18]([C:22]([F:25])([F:24])[F:23])[CH:17]=3)[C:12]2=[O:26])[CH2:3][CH2:2]1.C(OC(=O)C)(=[O:29])C>>[CH:1]1([C:4]2[CH:9]=[CH:8][N:7]=[C:6]([OH:29])[C:5]=2[N:11]2[CH2:15][CH2:14][N:13]([C:16]3[CH:21]=[CH:20][N:19]=[C:18]([C:22]([F:25])([F:24])[F:23])[CH:17]=3)[C:12]2=[O:26])[CH2:3][CH2:2]1. Procedure details: 4-Cyclopropyl-3-(2-oxo-3-(2-(trifluoromethyl)pyridin-4-yl)imidazolidin-1-yl)pyridine 1-oxide (I-50b: 100 mg, 0.273 mmol) was heated with acetic anhydride (5 mL) at 120° C. for 3 hours. The resulting mixture was concentrated, basified with dilute sodium bicarbonate solution, and diluted with DCM. The organic layer was dried over sodium sulphate and concentrated to afford the crude product. Purification by column chromatography on silica gel (3% methanol in chloroform), followed by preparative HPL... The reactants are ClCC(CCCl)O (1,4-dichloro-2-butanol), FC1=CC=C(C=C1)O (4-fluorophenol). The product is ClCCC(COC1=CC=C(C=C1)F)O (4-chloro-1-(4-fluorophenoxy)-2-butanol). The yield is 30.0%. As a reaction SMILES: Cl[CH2:2][CH:3]([OH:7])[CH2:4][CH2:5][Cl:6].[F:8][C:9]1[CH:14]=[CH:13][C:12]([OH:15])=[CH:11][CH:10]=1>>[Cl:6][CH2:5][CH2:4][CH:3]([OH:7])[CH2:2][O:15][C:12]1[CH:13]=[CH:14][C:9]([F:8])=[CH:10][CH:11]=1. Procedure: Utilizing the procedure of Preparation 21, 1,4-dichloro-2-butanol was reacted with 4-fluorophenol to give white title compound, m.p. 53°-55° C. in 30% yield. Reactants: BrC1=CC=C(C=C1)NC(C1=C(C=C(C(=C1)[N+](=O)[O-])NC)F)=O (N-(4-bromophenyl)-2-fluoro-4-methylamino-5-nitro-benzamide), FC(CO)F (2,2-difluoroethanol), CC(C)(C)[O-].[K+] (KOtBu). Product: BrC1=CC=C(C=C1)NC(C1=C(C=C(C(=C1)[N+](=O)[O-])NC)OCC(F)F)=O (N-(4-Bromophenyl)-2-(2,2-difluoro-ethoxy)-4-methylamino-5-nitro-benzamide). Reaction SMILES: [Br:1][C:2]1[CH:7]=[CH:6][C:5]([NH:8][C:9](=[O:22])[C:10]2[CH:15]=[C:14]([N+:16]([O-:18])=[O:17])[C:13]([NH:19][CH3:20])=[CH:12][C:11]=2F)=[CH:4][CH:3]=1.[F:23][CH:24]([F:27])[CH2:25][OH:26].CC([O-])(C)C.[K+]>>[Br:1][C:2]1[CH:7]=[CH:6][C:5]([NH:8][C:9](=[O:22])[C:10]2[CH:15]=[C:14]([N+:16]([O-:18])=[O:17])[C:13]([NH:19][CH3:20])=[CH:12][C:11]=2[O:26][CH2:25][CH:24]([F:27])[F:23])=[CH:4][CH:3]=1 |f:2.3|. Procedure: The subtitle compound is prepared from N-(4-bromophenyl)-2-fluoro-4-methylamino-5-nitro-benzamide, 2,2-difluoroethanol and KOtBu in analogy to example 1e. Reactants: C(C1=CC=CC=C1)N1C(CN(CC1)CC1=CC=CC=C1)C=CC1=CC=CC=C1 (1,4-dibenzyl-2-styryl-piperazine). Reagents/catalysts: [OH-].[Pd+2].[OH-] (palladium hydroxide). Solvent: C(C)O (ethanol). Reaction conditions: temperature 60 celsius, time 24 hour. The product is C(CC1=CC=CC=C1)C1NCCNC1 (2-Phenethyl-piperazine). As a reaction SMILES: C([N:8]1[CH2:13][CH2:12][N:11](CC2C=CC=CC=2)[CH2:10][CH:9]1[CH:21]=[CH:22][C:23]1[CH:28]=[CH:27][CH:26]=[CH:25][CH:24]=1)C1C=CC=CC=1>[OH-].[Pd+2].[OH-].C(O)C>[CH2:21]([CH:9]1[CH2:10][NH:11][CH2:12][CH2:13][NH:8]1)[CH2:22][C:23]1[CH:24]=[CH:25][CH:26]=[CH:27][CH:28]=1 |f:1.2.3|. Procedure: Combine 1,4-dibenzyl-2-styryl-piperazine (289 mg, 0.78 mmol), palladium hydroxide (36 mg, 20 wt. % on carbon), and ethanol (100 mL) in a hydrogenation vessel. Shake and heat at 60° C. under a hydrogen atmosphere (60 psi). After 24 hours, cool to ambient temperature and filter the palladium hydroxide. Concentrate the filtrate and purify by silica gel chromatography using 2N ammonia in methanol-methylene chloride (20%) as the eluent to give the title compound: mass spectrum (ion spray): m/z=191 (M... The reactants are C(C)S(=O)(=O)NC1=CC=C(C(=O)Cl)C=C1 (4-[(ethylsulfonyl)amino]benzoyl chloride), C(C)N(CCN)CC (N,N-diethylethylenediamine). The solvent is C1CCOC1 (THF). Conditions: temperature -10 celsius. Product: Cl.C(C)N(CCNC(C1=CC=C(C=C1)NS(=O)(=O)CC)=O)CC (N-[2-(Diethylamino)ethyl]-4-[(ethylsulfonyl)amino]benzamide hydrochloride). Reaction SMILES: [CH2:1]([S:3]([NH:6][C:7]1[CH:15]=[CH:14][C:10]([C:11]([Cl:13])=[O:12])=[CH:9][CH:8]=1)(=[O:5])=[O:4])[CH3:2].[CH2:16]([N:18]([CH2:22][CH3:23])[CH2:19][CH2:20][NH2:21])[CH3:17]>C1COCC1>[ClH:13].[CH2:16]([N:18]([CH2:22][CH3:23])[CH2:19][CH2:20][NH:21][C:11](=[O:12])[C:10]1[CH:14]=[CH:15][C:7]([NH:6][S:3]([CH2:1][CH3:2])(=[O:5])=[O:4])=[CH:8][CH:9]=1)[CH3:17] |f:3.4|. Reported procedure: Dissolve 4.97 g (0.22 moles) 4-[(ethylsulfonyl)amino]benzoyl chloride in 25 ml THF. Stir under N2 at -10° C. To the solution add 3.0 ml (0.22 mole) N,N-diethylethylenediamine dropwise. Follow the progress of the reaction by thin layer chromatography on silica gel (acetonitrile:methanol:ammonium hydroxide, 85:10:5). When the reaction is complete, remove the solvents in vacuo. Dissolve the gummy residue in refluxing ethanol and chill to produce white crystals. Filter the precipitate to obtain the ... The reactants are C1(=CC=CC=C1)C (toluene), ClC1=CC=C2C=CC(=NC2=C1)C=1OC2=C(C1)C=C(C=C2)CCl (7-chloro-2-(5-Chloromethylbenzofuran-2-yl)quinoline), SC(C(=O)OC)C (methyl 2-mercaptopropionate), C([O-])([O-])=O.[K+].[K+] (potassium carbonate). Reagents/catalysts: CCCCCCCC[N+](C)(CCCCCCCC)CCCCCCCC.[Cl-] (Aliquat 336). Run in O (water). Conditions: time 2 day. Product: ClC1=CC=C2C=CC(=NC2=C1)C=1OC2=C(C1)C=C(C=C2)CSCCC(=O)OC (7-chloro-2-[5-[2-(methoxycarbonyl)ethylthiomethyl]benzofuran-2-yl]quinoline). As a reaction SMILES: [Cl:1][C:2]1[CH:11]=[C:10]2[C:5]([CH:6]=[CH:7][C:8]([C:12]3[O:13][C:14]4[CH:20]=[CH:19][C:18]([CH2:21]Cl)=[CH:17][C:15]=4[CH:16]=3)=[N:9]2)=[CH:4][CH:3]=1.[SH:23][CH:24](C)[C:25](OC)=O.[C:30](=[O:33])([O-])[O-:31].[K+].[K+].[C:36]1(C)C=CC=CC=1>CCCCCCCC[N+](CCCCCCCC)(CCCCCCCC)C.[Cl-].O>[Cl:1][C:2]1[CH:11]=[C:10]2[C:5]([CH:6]=[CH:7][C:8]([C:12]3[O:13][C:14]4[CH:20]=[CH:19][C:18]([CH2:21][S:23][CH2:24][CH2:25][C:30]([O:31][CH3:36])=[O:33])=[CH:17][C:15]=4[CH:16]=3)=[N:9]2)=[CH:4][CH:3]=1 |f:2.3.4,6.7|. Reported procedure: A mixture of 7-chloro-2-(5-Chloromethylbenzofuran-2-yl)quinoline (0.45 g), methyl 2-mercaptopropionate (0.27 g), potassium carbonate (1.7 g) and Aliquat 336 (phase transfer 0.1 g) in a mixture of toluene (60 ml) and water (5 ml) was stirred at ambient temperature for 2 days. The organic layer was separated, washed with brine, dried over magnesium sulfate and concentrated in reduced pressure. The resulting residue was subjected to column chromatography on silica gel and eluted with a mixture of e... Reactants: NN (Hydrazine), O=C1N(C(C2=CC=CC=C12)=O)C1=C(C=C(C=C1)N1CCN(CC1)C(=O)OC(C)(C)C)[N+](=O)[O-] (tert-butyl 4-(4-(1,3-dioxoisoindolin-2-yl)-3-nitrophenyl)piperazine-1-carboxylate), CCOC(=O)C.O (EtOAc water). Solvent: C1CCOC1 (THF), C1CCOC1 (THF). Reaction conditions: time 2 hour. Product: NC1=C(C=C(C=C1)N1CCN(CC1)C(=O)OC(C)(C)C)[N+](=O)[O-] (tert-butyl 4-(4-amino-3-nitrophenyl)piperazine-1-carboxylate). Isolated yield 94.1%. Reaction SMILES: O=C1C2C(=CC=CC=2)C(=O)[N:3]1[C:12]1[CH:17]=[CH:16][C:15]([N:18]2[CH2:23][CH2:22][N:21]([C:24]([O:26][C:27]([CH3:30])([CH3:29])[CH3:28])=[O:25])[CH2:20][CH2:19]2)=[CH:14][C:13]=1[N+:31]([O-:33])=[O:32].NN.CCOC(C)=O.O>C1COCC1>[NH2:3][C:12]1[CH:17]=[CH:16][C:15]([N:18]2[CH2:19][CH2:20][N:21]([C:24]([O:26][C:27]([CH3:30])([CH3:28])[CH3:29])=[O:25])[CH2:22][CH2:23]2)=[CH:14][C:13]=1[N+:31]([O-:33])=[O:32] |f:2.3|. Reported procedure: To a suspension of tert-butyl 4-(4-(1,3-dioxoisoindolin-2-yl)-3-nitrophenyl)piperazine-1-carboxylate (275.4 g, 0.6 mmol) in THF (5.0 ml) was added 1.0M Hydrazine in THF (1.8 ml, 1.8 mmol) at room temperature. The reaction mixture was stirred at room temperature for 2 hours. The reaction mixture was poured into EtOAc/water and organic layer was washed with brine, dried over MgSO4 and evaporated. The resulting oil was purified by flash chromatography on silica eluting with 20% to 70% EtOAc/Hexane ... Starting materials: C(CC)C1=C(C(=CC=C1)CCC)O (2,6-dipropylphenol), C1(=CC=CC=C1)C1=C(C(=CC=C1)C1=CC=CC=C1)O (2,6-diphenylphenol). Product: CC1=C(C(=CC=C1)C)O (2,6-dimethylphenol). As a reaction SMILES: [CH2:1]([C:4]1[CH:9]=[CH:8][CH:7]=[C:6]([CH2:10]CC)[C:5]=1[OH:13])CC.C1(C2C=CC=C(C3C=CC=CC=3)C=2O)C=CC=CC=1>>[CH3:1][C:4]1[CH:9]=[CH:8][CH:7]=[C:6]([CH3:10])[C:5]=1[OH:13]. Reported procedure: 2,6-diaurylphenol; 2,6-dipropylphenol; 2,6-diphenylphenol;